From a dataset of the Open Reaction Database (ORD), a public repository of structured organic reaction records. describe an organic reaction: reactants, conditions, products, and yield The reactants are ClC1=C(C=CC=C1)C1(CC1)C1NCCC2=CC(=C(C=C12)OC)C (1-[1-(2-chlorophenyl)cyclopropyl]-7-methoxy-6-methyl-1,2,3,4-tetrahydroisoquinoline), CO (methanol), C=O (formaldehyde), C(#N)[BH3-].[Na+] (Sodium cyanoborohydride). Run in C(C)(=O)O (acetic acid). Reaction conditions: time 15 minute. Product: ClC1=C(C=CC=C1)C1(CC1)C1N(CCC2=CC(=C(C=C12)OC)C)C (1-[1-(2-chlorophenyl)cyclopropyl]-7-methoxy-2,6-dimethyl-1,2,3,4-tetrahydroisoquinoline). The yield is 77.6%. As a reaction SMILES: [Cl:1][C:2]1[CH:7]=[CH:6][CH:5]=[CH:4][C:3]=1[C:8]1([CH:11]2[C:20]3[C:15](=[CH:16][C:17]([CH3:23])=[C:18]([O:21][CH3:22])[CH:19]=3)[CH2:14][CH2:13][NH:12]2)[CH2:10][CH2:9]1.CO.C=O.[C:28]([BH3-])#N.[Na+]>C(O)(=O)C>[Cl:1][C:2]1[CH:7]=[CH:6][CH:5]=[CH:4][C:3]=1[C:8]1([CH:11]2[C:20]3[C:15](=[CH:16][C:17]([CH3:23])=[C:18]([O:21][CH3:22])[CH:19]=3)[CH2:14][CH2:13][N:12]2[CH3:28])[CH2:9][CH2:10]1 |f:3.4|. Procedure details: A mixture of 1-[1-(2-chlorophenyl)cyclopropyl]-7-methoxy-6-methyl-1,2,3,4-tetrahydroisoquinoline (6.2 g), methanol (160 ml) and 37-40% aqueous formaldehyde solution was stirred for 15 minutes. Sodium cyanoborohydride (5.13 g) was added and the mixture was stirred for a further 10 minutes. The reaction was then neutralised with acetic acid and stirred for 45 minutes. The methanol was removed in vacuo and the residue treated with aqueous sodium hydroxide solution. The product was extracted with et... The reactants are C[C@@H]1N(CCN(C1)C1=NC=CC=C1)C=1C(=NC2=CC=C(C=C2N1)C(=O)OC)OS(=O)(=O)C(F)(F)F ((S)-methyl 3-(2-methyl-4-(pyridin-2-yl)piperazin-1-yl)-2-(trifluoromethylsulfonyloxy)quinoxaline-6-carboxylate), C([O-])([O-])=O.[Na+].[Na+] (sodium carbonate), CC1(C(OB(O1)C=1C=C2C=NN(C2=CC1)C(=O)OC(C)(C)C)(C)C)C (tert-butyl 5-(tetramethyl-1,3,2-dioxaborolan-2-yl)-1H-indazole-1-carboxylate). The reagents and catalysts are C=1C=CC(=CC1)[P](C=2C=CC=CC2)(C=3C=CC=CC3)[Pd]([P](C=4C=CC=CC4)(C=5C=CC=CC5)C=6C=CC=CC6)([P](C=7C=CC=CC7)(C=8C=CC=CC8)C=9C=CC=CC9)[P](C=1C=CC=CC1)(C=1C=CC=CC1)C=1C=CC=CC1 (Pd(PPh3)4). The solvent is COCCOC (ethylene glycol dimethyl ether), O (water). Reaction conditions: temperature 90 celsius, time 90 minute. The product is C(C)(C)(C)OC(=O)N1N=CC2=CC(=CC=C12)C1=NC2=CC=C(C=C2N=C1N1[C@H](CN(CC1)C1=NC=CC=C1)C)C(=O)OC ((S)-methyl 2-(1-(tert-butoxycarbonyl)-1H-indazol-5-yl)-3-(2-methyl-4-(pyridin-2-yl)piperazin-1-yl)quinoxaline-6-carboxylate). Yield: 60.8%. Reaction SMILES: [CH3:1][C@H:2]1[CH2:7][N:6]([C:8]2[CH:13]=[CH:12][CH:11]=[CH:10][N:9]=2)[CH2:5][CH2:4][N:3]1[C:14]1[C:15](OS(C(F)(F)F)(=O)=O)=[N:16][C:17]2[C:22]([N:23]=1)=[CH:21][C:20]([C:24]([O:26][CH3:27])=[O:25])=[CH:19][CH:18]=2.C(=O)([O-])[O-].[Na+].[Na+].CC1(C)OB([C:48]2[CH:49]=[C:50]3[C:54](=[CH:55][CH:56]=2)[N:53]([C:57]([O:59][C:60]([CH3:63])([CH3:62])[CH3:61])=[O:58])[N:52]=[CH:51]3)OC1(C)C>COCCOC.O.C1C=CC([P]([Pd]([P](C2C=CC=CC=2)(C2C=CC=CC=2)C2C=CC=CC=2)([P](C2C=CC=CC=2)(C2C=CC=CC=2)C2C=CC=CC=2)[P](C2C=CC=CC=2)(C2C=CC=CC=2)C2C=CC=CC=2)(C2C=CC=CC=2)C2C=CC=CC=2)=CC=1>[C:60]([O:59][C:57]([N:53]1[C:54]2[C:50](=[CH:49][C:48]([C:15]3[C:14]([N:3]4[CH2:4][CH2:5][N:6]([C:8]5[CH:13]=[CH:12][CH:11]=[CH:10][N:9]=5)[CH2:7][C@@H:2]4[CH3:1])=[N:23][C:22]4[C:17](=[CH:18][CH:19]=[C:20]([C:24]([O:26][CH3:27])=[O:25])[CH:21]=4)[N:16]=3)=[CH:56][CH:55]=2)[CH:51]=[N:52]1)=[O:58])([CH3:63])([CH3:61])[CH3:62] |f:1.2.3,^1:77,79,98,117|. Procedure: To a solution of (S)-methyl 3-(2-methyl-4-(pyridin-2-yl)piperazin-1-yl)-2-(trifluoromethylsulfonyloxy)quinoxaline-6-carboxylate (240 mg, 0.38 mmol) in ethylene glycol dimethyl ether (20 ml) was added Pd(PPh3)4 (27 mg, 0.02 mmol), sodium carbonate (74.3 mg, 0.69 mmol) in water (6 ml), and tert-butyl 5-(tetramethyl-1,3,2-dioxaborolan-2-yl)-1H-indazole-1-carboxylate (300 mg, 0.87 mmol). After stirring 90 minutes at 90° C. in an oil bath, the reaction was then quenched by the addition of water (200 ... The reactants are COCC1=NC2=NC(=CC=C2C(=C1)O)C1=NC=CC=C1C(F)(F)F (2-Methoxymethyl-7-(3-trifluoromethyl-pyridin-2-yl)-[1,8]napthyridin-4-ol), O=P(Cl)(Cl)Cl (POCl3), N1=C(C=CC=C1C)C (2,6-lutidine). Procedure details: 2-Methoxymethyl-7-(3-trifluoromethyl-pyridin-2-yl)-[1,8]napthyridin-4-ol (191 mg, 0.569 mmol) is dissolved in a solution of chloroform (15 mL), POCl3 (0.212 mL, 2.28 mmol) and 2,6-lutidine (0.256 mL, 2.28 mmol). The reaction is heated at reflux overnight. The mixture is concentrated under reduced pressure. The resulting residue is dissolved in EtOAc (50 mL) and extracted with water (50 mL), saturated NaHCO3(aq) (50 mL) and brine (50 mL). The organic extract is dried over Na2SO4 and the solvent r... As a reaction SMILES: [CH3:1][O:2][CH2:3][C:4]1[CH:13]=[C:12](O)[C:11]2[C:6](=[N:7][C:8]([C:15]3[C:20]([C:21]([F:24])([F:23])[F:22])=[CH:19][CH:18]=[CH:17][N:16]=3)=[CH:9][CH:10]=2)[N:5]=1.O=P(Cl)(Cl)[Cl:27].N1C(C)=CC=CC=1C>C(Cl)(Cl)Cl>[Cl:27][C:12]1[C:11]2[C:6](=[N:7][C:8]([C:15]3[C:20]([C:21]([F:24])([F:23])[F:22])=[CH:19][CH:18]=[CH:17][N:16]=3)=[CH:9][CH:10]=2)[N:5]=[C:4]([CH2:3][O:2][CH3:1])[CH:13]=1. Run in C(Cl)(Cl)Cl (chloroform). Yields the product ClC1=CC(=NC2=NC(=CC=C12)C1=NC=CC=C1C(F)(F)F)COC (4-Chloro-2-methoxymethyl-7-(3-trifluoromethyl-pyridin-2-yl)-[1,8]napthyridine). Reactants: CCCC[Sn](CCCC)(CCCC)c1ncco1, [Cu]I, CSc1nc(N)nc(Br)c1C#N, CN(C)C=O, c1ccc([As](c2ccccc2)c2ccccc2)cc1. Yields the product CSc1nc(N)nc(-c2ncco2)c1C#N. Reaction SMILES: [CH2:13]([Sn:14]([CH2:15][CH2:16][CH2:17][CH3:23])([c:18]1[o:19][cH:20][cH:21][n:22]1)[CH2:24][CH2:25][CH2:26][CH3:27])[CH2:28][CH2:29][CH3:30].[Cu:55][I:56].[NH2:1][c:2]1[n:3][c:4]([S:11][CH3:12])[c:5]([C:9]#[N:10])[c:6]([Br:8])[n:7]1.[O:50]=[CH:51][N:52]([CH3:53])[CH3:54].[cH:31]1[cH:32][cH:33][c:34]([As:35]([c:36]2[cH:37][cH:38][cH:39][cH:40][cH:41]2)[c:42]2[cH:43][cH:44][cH:45][cH:46][cH:47]2)[cH:48][cH:49]1>>[NH2:1][c:2]1[n:3][c:4]([S:11][CH3:12])[c:5]([C:9]#[N:10])[c:6](-[c:18]2[o:19][cH:20][cH:21][n:22]2)[n:7]1. Reactants: O (water), Cl.C1C(CC2=CC=CC=C12)N (2-Indanylamine hydrochloride), C(C)(=O)N(C)C1=CC=C(C=C1)S(=O)(=O)Cl (4-(N-acetyl-N-methylamino)benzenesulfonyl chloride), C(C)(=O)[O-].[Na+] (sodium acetate). Solvent: C(C)O (ethanol). Reaction conditions: time 3 hour. Product: C1C(CC2=CC=CC=C12)NS(=O)(=O)C1=CC=C(C=C1)N(C)C(C)=O (N-(2-indanyl)-4-(N-acetyl-N-methylamino)benzenesulfonamide). Isolated yield 94.7%. RXN SMILES: Cl.[CH2:2]1[C:10]2[C:5](=[CH:6][CH:7]=[CH:8][CH:9]=2)[CH2:4][CH:3]1[NH2:11].[C:12]([N:15]([C:17]1[CH:22]=[CH:21][C:20]([S:23](Cl)(=[O:25])=[O:24])=[CH:19][CH:18]=1)[CH3:16])(=[O:14])[CH3:13].C([O-])(=O)C.[Na+].O>C(O)C>[CH2:2]1[C:10]2[C:5](=[CH:6][CH:7]=[CH:8][CH:9]=2)[CH2:4][CH:3]1[NH:11][S:23]([C:20]1[CH:19]=[CH:18][C:17]([N:15]([C:12](=[O:14])[CH3:13])[CH3:16])=[CH:22][CH:21]=1)(=[O:25])=[O:24] |f:0.1,3.4|. Procedure: 2-Indanylamine hydrochloride (9.68 g, 57.1 mmol) was added to a suspension of the 4-(N-acetyl-N-methylamino)benzenesulfonyl chloride (12.84 g, 51.9 mmol) prepared in Preparative Example 12 and sodium acetate (18.73 g) in ethanol (100 ml). The obtained mixture was stirred at room temperature for 3 hours, followed by the addition of water. The obtained mixture was extracted with ethyl acetate. The organic layer was washed with water and a saturated aqueous solution of common salt, dried over magne... Starting materials: BrCc1ccncc1, Br, O=C([O-])[O-], CCOC(C)=O, CN(C)C=O, CC(C)(C)CN1C(=O)C(CC(=O)NCc2ccccc2F)N(C(=O)c2ccncc2)Cc2ccccc21, [K+], [K+]. Product: CC(C)(C)CN1C(=O)C(CC(=O)NCc2ccccc2F)N(Cc2ccncc2)Cc2ccccc21. As a reaction SMILES: [Br:39][CH2:40][c:41]1[cH:42][cH:43][n:44][cH:45][cH:46]1.[BrH:38].[C:47](=[O:48])([O-:49])[O-:50].[CH3:53][CH2:54][O:55][C:56](=[O:57])[CH3:58].[CH3:59][N:60]([CH3:61])[CH:62]=[O:63].[F:1][c:2]1[c:3]([CH2:4][NH:5][C:6]([CH2:7][CH:8]2[C:9](=[O:32])[N:10]([CH2:27][C:28]([CH3:29])([CH3:30])[CH3:31])[c:11]3[c:12]([cH:23][cH:24][cH:25][cH:26]3)[CH2:13][N:14]2[C:15]([c:16]2[cH:17][cH:18][n:19][cH:20][cH:21]2)=[O:22])=[O:33])[cH:34][cH:35][cH:36][cH:37]1.[K+:51].[K+:52]>>[F:1][c:2]1[c:3]([CH2:4][NH:5][C:6]([CH2:7][CH:8]2[C:9](=[O:32])[N:10]([CH2:27][C:28]([CH3:29])([CH3:30])[CH3:31])[c:11]3[c:12]([cH:23][cH:24][cH:25][cH:26]3)[CH2:13][N:14]2[CH2:15][c:16]2[cH:17][cH:18][n:19][cH:20][cH:21]2)=[O:33])[cH:34][cH:35][cH:36][cH:37]1.